The task is: describe an organic reaction: reactants, conditions, products, and yield. This data is from the Open Reaction Database (ORD), a public repository of structured organic reaction records. Starting materials: O=C([O-])[O-], Cc1ccccc1, Clc1cc(Cl)nc(Cl)n1, [K+], [K+], c1ccc(P(c2ccccc2)(c2ccccc2)[Pd](P(c2ccccc2)(c2ccccc2)c2ccccc2)(P(c2ccccc2)(c2ccccc2)c2ccccc2)P(c2ccccc2)(c2ccccc2)c2ccccc2)cc1, OB(O)c1ccco1. Yields the product Clc1cc(-c2ccco2)nc(Cl)n1. RXN SMILES: [C:18](=[O:19])([O-:20])[O-:21].[CH3:24][c:25]1[cH:26][cH:27][cH:28][cH:29][cH:30]1.[Cl:1][c:2]1[n:3][c:4]([Cl:9])[cH:5][c:6]([Cl:8])[n:7]1.[K+:22].[K+:23].[cH:31]1[cH:32][cH:33][c:34]([P:35]([Pd:36]([P:37]([c:38]2[cH:39][cH:40][cH:41][cH:42][cH:43]2)([c:44]2[cH:45][cH:46][cH:47][cH:48][cH:49]2)[c:50]2[cH:51][cH:52][cH:53][cH:54][cH:55]2)([P:56]([c:57]2[cH:58][cH:59][cH:60][cH:61][cH:62]2)([c:63]2[cH:64][cH:65][cH:66][cH:67][cH:68]2)[c:69]2[cH:70][cH:71][cH:72][cH:73][cH:74]2)[P:75]([c:76]2[cH:77][cH:78][cH:79][cH:80][cH:81]2)([c:82]2[cH:83][cH:84][cH:85][cH:86][cH:87]2)[c:88]2[cH:89][cH:90][cH:91][cH:92][cH:93]2)([c:94]2[cH:95][cH:96][cH:97][cH:98][cH:99]2)[c:100]2[cH:101][cH:102][cH:103][cH:104][cH:105]2)[cH:106][cH:107]1.[o:10]1[c:11]([B:15]([OH:16])[OH:17])[cH:12][cH:13][cH:14]1>>[Cl:1][c:2]1[n:3][c:4](-[c:11]2[o:10][cH:14][cH:13][cH:12]2)[cH:5][c:6]([Cl:8])[n:7]1. Reactants: FC1=C(C=CC=C1)C(CC)=O (1-(2-fluorophenyl)propan-1-one), NC1=C(C(=O)O)C=CC(=C1)Cl (2-amino-4-chlorobenzoic acid), P(=O)(Cl)(Cl)Cl (phosphorous oxychloride). Yields the product ClC1=C(C(=NC2=CC(=CC=C12)Cl)C1=C(C=CC=C1)F)C (4,7-Dichloro-2-(2-fluorophenyl)-3-methylquinoline). As a reaction SMILES: [F:1][C:2]1[CH:7]=[CH:6][CH:5]=[CH:4][C:3]=1[C:8](=O)[CH2:9][CH3:10].[NH2:12][C:13]1[CH:21]=[C:20]([Cl:22])[CH:19]=[CH:18][C:14]=1[C:15](O)=O.P(Cl)(Cl)([Cl:25])=O>>[Cl:25][C:15]1[C:14]2[C:13](=[CH:21][C:20]([Cl:22])=[CH:19][CH:18]=2)[N:12]=[C:8]([C:3]2[CH:4]=[CH:5][CH:6]=[CH:7][C:2]=2[F:1])[C:9]=1[CH3:10]. Procedure details: Prepared according to Procedure J using 1-(2-fluorophenyl)propan-1-one and 2-amino-4-chlorobenzoic acid in phosphorous oxychloride to afford a colorless solid upon purification by chromatography on silica gel. Mass Spectrum (ESI) m/e=305.9 (M+1). Reactants: C(C)(C)(C)OC(=O)N1CCC(CC1)O (tert-butyl-4-hydroxy-1-piperidine carboxylate), BrCCOC (1-bromo-2-methoxyethane), [H-].[Na+] (sodium hydride), [I-].[K+] (potassium iodide). Run in CN(C)C=O (DMF). Run at time 16 hour. The product is C(C)(C)(C)OC(=O)N1CCC(CC1)OCCOC (4-(2-Methoxyethoxy)piperidine-1-carboxylic acid tert-butyl ester). As a reaction SMILES: [C:1]([O:5][C:6]([N:8]1[CH2:13][CH2:12][CH:11]([OH:14])[CH2:10][CH2:9]1)=[O:7])([CH3:4])([CH3:3])[CH3:2].Br[CH2:16][CH2:17][O:18][CH3:19].[I-].[K+].[H-].[Na+]>CN(C=O)C>[C:1]([O:5][C:6]([N:8]1[CH2:13][CH2:12][CH:11]([O:14][CH2:16][CH2:17][O:18][CH3:19])[CH2:10][CH2:9]1)=[O:7])([CH3:4])([CH3:2])[CH3:3] |f:2.3,4.5|. Procedure: To a solution of tert-butyl-4-hydroxy-1-piperidine carboxylate (300 mg, 1.49 mmol) in DMF (2 mL) was added 1-bromo-2-methoxyethane (168 μL, 1.79 mmol) followed by potassium iodide (25 mg, 0.15 mmol) and sodium hydride (83.5 mg, 2.09 mmol) and the reaction stirred at rt for 16 h. Solvent was removed in vacuo and crude residue was partitioned between ethyl acetate (10 mL) and water (10 mL). The organic layer was washed with 1M HCl (10 mL), 1M NaOH (10 mL) then brine (2×10 mL) before being dried (M...